From a dataset of the Open Reaction Database (ORD), a public repository of structured organic reaction records. describe an organic reaction: reactants, conditions, products, and yield Starting materials: C(C(=O)Cl)(=O)Cl (oxalyl chloride), O (water), BrC1=CC=C2C(=CN(C2=C1)CC#N)C(=O)O (6-bromo-1-cyanomethyl-1H-indole-3-carboxylic acid), CNC (dimethyl amine). The reagents and catalysts are CN(C)C=O (DMF). Run in ClC(C)Cl (dichloroethane). Conditions: time 24 hour. The product is CN(C(=O)C1=CN(C2=CC(=CC=C12)Br)CC#N)C (6-Bromo-1-cyanomethyl-1H-indole-3-carboxylic acid dimethylamide). Isolated yield 63.0%. As a reaction SMILES: [Br:1][C:2]1[CH:10]=[C:9]2[C:5]([C:6]([C:14]([OH:16])=O)=[CH:7][N:8]2[CH2:11][C:12]#[N:13])=[CH:4][CH:3]=1.C(Cl)(=O)C(Cl)=O.[CH3:23][NH:24][CH3:25].O>ClC(Cl)C.CN(C=O)C>[CH3:23][N:24]([CH3:25])[C:14]([C:6]1[C:5]2[C:9](=[CH:10][C:2]([Br:1])=[CH:3][CH:4]=2)[N:8]([CH2:11][C:12]#[N:13])[CH:7]=1)=[O:16]. Reported procedure: To a suspension of 6-bromo-1-cyanomethyl-1H-indole-3-carboxylic acid (0.478 g, 1.71 mmole) in dichloroethane (100 ml) was added oxalyl chloride (2.6 g, 20.55 mmole) at room temperature followed by a few drops of anhydrous DMF. The reaction was stirred at the same temperature for 24 h. To this mixture was added dimethyl amine (21.4 ml, 2 N in THF, 42.8 mmole) slowly. The reaction mixture was then poured into water (200 ml) and the organic phase was separated, evaporated to dryness and the residue... Starting materials: CCN1CCOCC1, CCN=C=NCCCN(C)C, NCc1ccc(Cl)cc1Cl, ClCCl, Cl, CN1C(=O)N(c2ccnc(F)c2)CC1C(=O)O, O, On1nnc2ccccc21. As a reaction SMILES: [CH2:18]([N:19]1[CH2:20][CH2:21][O:22][CH2:23][CH2:24]1)[CH3:25].[CH2:38]([N:39]=[C:40]=[N:41][CH2:42][CH2:43][CH2:44][N:45]([CH3:46])[CH3:47])[CH3:48].[Cl:49][c:50]1[c:51]([CH2:57][NH2:58])[cH:52][cH:53][c:54]([Cl:56])[cH:55]1.[Cl:59][CH2:60][Cl:61].[ClH:37].[F:1][c:2]1[n:3][cH:4][cH:5][c:6]([N:8]2[C:9](=[O:17])[N:10]([CH3:16])[CH:11]([C:13](=[O:14])[OH:15])[CH2:12]2)[cH:7]1.[OH2:26].[OH:27][n:28]1[c:29]2[cH:30][cH:31][cH:32][cH:33][c:34]2[n:35][n:36]1>>[F:1][c:2]1[n:3][cH:4][cH:5][c:6]([N:8]2[C:9](=[O:17])[N:10]([CH3:16])[CH:11]([C:13](=[O:15])[NH:58][CH2:57][c:51]3[c:50]([Cl:49])[cH:55][c:54]([Cl:56])[cH:53][cH:52]3)[CH2:12]2)[cH:7]1. The product is CN1C(=O)N(c2ccnc(F)c2)CC1C(=O)NCc1ccc(Cl)cc1Cl. The reactants are C, COc1ccc(C2CCC(CNCc3ccccc3)C2)cc1, CC(=O)O, Cl, [H][H], [Pd]. RXN SMILES: [C:30].[CH2:2]([c:3]1[cH:4][cH:5][cH:6][cH:7][cH:8]1)[NH:9][CH2:10][CH:11]1[CH2:12][CH:13]([c:16]2[cH:17][cH:18][c:19]([O:22][CH3:23])[cH:20][cH:21]2)[CH2:14][CH2:15]1.[CH3:26][C:27](=[O:28])[OH:29].[ClH:1].[H:24][H:25].[Pd:31]>>[ClH:1].[NH2:9][CH2:10][CH:11]1[CH2:12][CH:13]([c:16]2[cH:17][cH:18][c:19]([O:22][CH3:23])[cH:20][cH:21]2)[CH2:14][CH2:15]1. Product: Cl, COc1ccc(C2CCC(CN)C2)cc1. Starting materials: [Cr](=O)(=O)([O-])Cl.[NH+]1=CC=CC=C1 (pyridinium chlorochromate), OCC=1C(=NC=C(N1)C(Cl)Cl)N1C(C=2C(C1=O)=CC=CC2)=O (3-hydroxymethyl-5-dichloromethyl-2-phthalimidopyrazine). The solvent is ClCCl (dichloromethane). Reaction conditions: time 40 minute. Yields the product C(=O)C=1C(=NC=C(N1)C(Cl)Cl)N1C(C=2C(C1=O)=CC=CC2)=O (3-formyl-5-dichloromethyl-2-phthalimidopyrazine). Yield: 78.0%. Reaction SMILES: [Cr](Cl)([O-])(=O)=O.[NH+]1C=CC=CC=1.[OH:12][CH2:13][C:14]1[C:15]([N:23]2[C:27](=[O:28])[C:26]3=[CH:29][CH:30]=[CH:31][CH:32]=[C:25]3[C:24]2=[O:33])=[N:16][CH:17]=[C:18]([CH:20]([Cl:22])[Cl:21])[N:19]=1>ClCCl>[CH:13]([C:14]1[C:15]([N:23]2[C:24](=[O:33])[C:25]3=[CH:32][CH:31]=[CH:30][CH:29]=[C:26]3[C:27]2=[O:28])=[N:16][CH:17]=[C:18]([CH:20]([Cl:21])[Cl:22])[N:19]=1)=[O:12] |f:0.1|. Procedure details: 5.1 g of pyridinium chlorochromate were added a little at a time to a solution of 4 g of 3-hydroxymethyl-5-dichloromethyl-2-phthalimidopyrazine in 80 ml of dichloromethane at 35° C., after which the mixture was stirred for 40 minutes and filtered over silica gel, and the filtrate was evaporated down. 3.1 g (76%) of colorless crystals of 3-formyl-5-dichloromethyl-2-phthalimidopyrazine of melting point 145°-146° C. (from ethyl acetate) were obtained. 1H-NMR (270 MHz, CDCl3): δ6.9 (s, 1H), 8.0 (m, ... Reactants: CC(=O)OC1C(OC(=O)c2ccccc2)C(COC(=O)c2ccccc2)OC1n1cc(F)c(=O)[nH]c1=O, CC(C)=O, CC(=O)O, NN, O, c1ccncc1. The product is O=C(OCC1OC(n2cc(F)c(=O)[nH]c2=O)C(O)C1OC(=O)c1ccccc1)c1ccccc1. RXN SMILES: [C:4](=[O:5])([CH3:6])[O:7][CH:8]1[CH:9]([n:32]2[c:33](=[O:34])[nH:35][c:36](=[O:37])[c:38]([F:40])[cH:39]2)[O:10][CH:11]([CH2:22][O:23][C:24]([c:25]2[cH:26][cH:27][cH:28][cH:29][cH:30]2)=[O:31])[CH:12]1[O:13][C:14]([c:15]1[cH:16][cH:17][cH:18][cH:19][cH:20]1)=[O:21].[CH3:41][C:42](=[O:43])[CH3:44].[CH3:45][C:46](=[O:47])[OH:48].[NH2:2][NH2:3].[OH2:1].[cH:49]1[cH:50][cH:51][n:52][cH:53][cH:54]1>>[OH:7][CH:8]1[CH:9]([n:32]2[c:33](=[O:34])[nH:35][c:36](=[O:37])[c:38]([F:40])[cH:39]2)[O:10][CH:11]([CH2:22][O:23][C:24]([c:25]2[cH:26][cH:27][cH:28][cH:29][cH:30]2)=[O:31])[CH:12]1[O:13][C:14]([c:15]1[cH:16][cH:17][cH:18][cH:19][cH:20]1)=[O:21].